Dataset: the Open Reaction Database (ORD), a public repository of structured organic reaction records. Task: describe an organic reaction: reactants, conditions, products, and yield The reactants are C(C)OC=NC1=CC=C(C=C1)Cl (ethyl-N-(4-chlorophenyl)formimidate), FC(C(=O)OCC)(F)F (ethyl trifluoroacetate), O.NN (hydrazine hydrate), δ(CDCl3). Solvent: C(C)O.O (ethanol water). The product is ClC1=CC=C(C=C1)N1C(=NN=C1)C(F)(F)F (4-(4-chlorophenyl)-3-trifluoromethyl-1,2,4-triazole). Yield: 50.0%. Reaction SMILES: C(O[CH:4]=[N:5][C:6]1[CH:11]=[CH:10][C:9]([Cl:12])=[CH:8][CH:7]=1)C.[F:13][C:14]([F:21])([F:20])[C:15](OCC)=O.O.[NH2:23][NH2:24]>C(O)C.O>[Cl:12][C:9]1[CH:8]=[CH:7][C:6]([N:5]2[CH:4]=[N:24][N:23]=[C:15]2[C:14]([F:21])([F:20])[F:13])=[CH:11][CH:10]=1 |f:2.3,4.5|. Reported procedure: Prepared from ethyl-N-(4-chlorophenyl)formimidate, ethyl trifluoroacetate and hydrazine hydrate using the method of Example 1, in 50% yield m.p. 108° (from ethanol/water). (Found: C, 44.03%; H, 2.11%; Cl, 14.00%; F, 23.2%; N, 16.82%. C9H5ClF3N3 requires C, 43.66%; H, 2.04%; Cl, 14.32%; F, 23.0%; N 16.97%) δ(CDCl3): 8.37 (1H, s); 7.50 (4H, m). m/e, 247 and 249. RXN SMILES: [Br-:24].[CH2:25]([CH3:26])[Mg+:27].[CH:1]1([O:6][c:7]2[c:8]([O:22][CH3:23])[cH:9][c:10]([CH:20]=[O:21])[c:11]([C:12](=[O:13])[N:14]([CH2:15][CH3:16])[CH2:17][CH3:18])[cH:19]2)[CH2:2][CH2:3][CH2:4][CH2:5]1>>[CH:1]1([O:6][c:7]2[c:8]([O:22][CH3:23])[cH:9][c:10]([CH:20]([OH:21])[CH2:25][CH3:26])[c:11]([C:12](=[O:13])[N:14]([CH2:15][CH3:16])[CH2:17][CH3:18])[cH:19]2)[CH2:2][CH2:3][CH2:4][CH2:5]1. Starting materials: [Br-], CC[Mg+], CCN(CC)C(=O)c1cc(OC2CCCC2)c(OC)cc1C=O. Product: CCC(O)c1cc(OC)c(OC2CCCC2)cc1C(=O)N(CC)CC.